describe an organic reaction: reactants, conditions, products, and yield From a dataset of the Open Reaction Database (ORD), a public repository of structured organic reaction records. Starting materials: [N+](=O)([O-])C1=CC2=C(C(=C(S2)C(=O)OCC)C#C[Si](C)(C)C)C=C1 (Ethyl 6-nitro-3-[(trimethylsilyl)ethynyl]-1-benzothiophene-2-carboxylate), C([O-])([O-])=O.[K+].[K+] (Potassium carbonate). The solvent is C(C)O (ethanol), C1CCOC1 (THF). Run at time 4 hour. Yields the product C(#C)C1=C(SC2=C1C=CC(=C2)[N+](=O)[O-])C(=O)OCC (Ethyl 3-ethynyl-6-nitro-1-benzothiophene-2-carboxylate). Reaction SMILES: [N+:1]([C:4]1[CH:23]=[CH:22][C:7]2[C:8]([C:16]#[C:17][Si](C)(C)C)=[C:9]([C:11]([O:13][CH2:14][CH3:15])=[O:12])[S:10][C:6]=2[CH:5]=1)([O-:3])=[O:2].C(=O)([O-])[O-].[K+].[K+]>C(O)C.C1COCC1>[C:16]([C:8]1[C:7]2[CH:22]=[CH:23][C:4]([N+:1]([O-:3])=[O:2])=[CH:5][C:6]=2[S:10][C:9]=1[C:11]([O:13][CH2:14][CH3:15])=[O:12])#[CH:17] |f:1.2.3|. Procedure: Ethyl 6-nitro-3-[(trimethylsilyl)ethynyl]-1-benzothiophene-2-carboxylate obtained in Example (183c) (110 mg, 0.32 mmol) was dissolved in ethanol (8 mL) and THF (8 ml). Potassium carbonate (13 mg, 0.1 mmol) was added, and the mixture was stirred at room temperature for four hours. The reaction solution was concentrated under reduced pressure and the residue was purified by silica gel column chromatography (elution solvent: ethyl acetate) to obtain the title compound. Reactants: BrC=1C=CC(=C(C1)C1=NC2=CC=C(C=C2C=C1)C1=NC2=C(N1C1CCCCC1)C=CC(=C2)C(=O)O)O (2-[2-(5-Bromo-2-hydroxy-phenyl)-quinolin-6-yl]-1-cyclohexyl-1H-benzoimidazole-5-carboxylic acid), [OH-].[K+] (KOH), Compound 354e, C(C)(=O)C=1C=CC(=C(C(=O)N)C1)O (5-acetyl-2-hydroxy-benzamide). Solvent: C(C)O (ethanol), C(C)O (Ethanol). Product: C(N)(=O)C=1C=C(C=CC1O)C1=NC2=CC=C(C=C2C=C1)C1=NC2=C(N1C1CCCCC1)C=CC(=C2)C(=O)O (2-[2-(3-carbamoyl-4-hydroxy-phenyl)-quinolin-6-yl]-1-cyclohexyl-1H-benzoimidazole-5-carboxylic acid). Isolated yield 10.0%. Reaction SMILES: BrC1C=CC(O)=C([C:8]2[CH:17]=[CH:16][C:15]3[C:10](=[CH:11][CH:12]=[C:13]([C:18]4[N:22]([CH:23]5[CH2:28][CH2:27][CH2:26][CH2:25][CH2:24]5)[C:21]5[CH:29]=[CH:30][C:31]([C:33]([OH:35])=[O:34])=[CH:32][C:20]=5[N:19]=4)[CH:14]=3)[N:9]=2)C=1.C([C:40]1[CH:41]=[CH:42][C:43]([OH:49])=[C:44]([CH:48]=1)[C:45]([NH2:47])=[O:46])(=O)C.[OH-].[K+]>C(O)C>[C:45]([C:44]1[CH:48]=[C:40]([C:8]2[CH:17]=[CH:16][C:15]3[C:10](=[CH:11][CH:12]=[C:13]([C:18]4[N:22]([CH:23]5[CH2:28][CH2:27][CH2:26][CH2:25][CH2:24]5)[C:21]5[CH:29]=[CH:30][C:31]([C:33]([OH:35])=[O:34])=[CH:32][C:20]=5[N:19]=4)[CH:14]=3)[N:9]=2)[CH:41]=[CH:42][C:43]=1[OH:49])(=[O:46])[NH2:47] |f:2.3|. Procedure: Following the procedure and workup for Compound 354, Compound 354e (100 mg, 0.256 mmol) was reacted with 5-acetyl-2-hydroxy-benzamide (0.256 mmol) in ethanol (2 mL) using 10% w/v KOH in Ethanol (506 μL, 0.64 mmol) to produce the title compound (13 mg, 10% yield). MS: 507.24 (M+H+); HPLC Procedure A, retention time=10.36 min. Starting materials: resultant solution, COCCCN1C(=NC2=C1C=CC=C2)[C@H]2CN(CCC2)C(C[C@@H](CC2=CC1=CC=CC=C1C=C2)NC(OC(C)(C)C)=O)=O (tert-butyl (R)-4-((R)-3-(1-(3-methoxypropyl)-1H-benzo[d]imidazol-2-yl)piperidin-1-yl)-1-(naphthalen-2-yl)-4-oxobutan-2-ylcarbamate), FC(C(=O)O)(F)F (Trifluoroacetic acid). Solvent: C(Cl)Cl (CH2Cl2), O (water), CC#N (CH3CN), CO (methanol). Yields the product N[C@@H](CC(=O)N1C[C@@H](CCC1)C1=NC2=C(N1CCCOC)C=CC=C2)CC2=CC1=CC=CC=C1C=C2 ((R)-3-amino-1((R)-3-(1-(3-methoxypropyl)-1H-benzo[d]imidazol-2-yl)piperidin-1-yl)-4-(naphthalen-2-yl)butan-1-one), FC(C(=O)O)(F)F (trifluoroacetic acid). Reaction SMILES: [CH3:1][O:2][CH2:3][CH2:4][CH2:5][N:6]1[C:10]2[CH:11]=[CH:12][CH:13]=[CH:14][C:9]=2[N:8]=[C:7]1[C@@H:15]1[CH2:20][CH2:19][CH2:18][N:17]([C:21](=[O:43])[CH2:22][C@H:23]([NH:35]C(=O)OC(C)(C)C)[CH2:24][C:25]2[CH:34]=[CH:33][C:32]3[C:27](=[CH:28][CH:29]=[CH:30][CH:31]=3)[CH:26]=2)[CH2:16]1.[F:44][C:45]([F:50])([F:49])[C:46]([OH:48])=[O:47]>C(Cl)Cl.CO.CC#N.O>[NH2:35][C@H:23]([CH2:24][C:25]1[CH:34]=[CH:33][C:32]2[C:27](=[CH:28][CH:29]=[CH:30][CH:31]=2)[CH:26]=1)[CH2:22][C:21]([N:17]1[CH2:18][CH2:19][CH2:20][C@@H:15]([C:7]2[N:6]([CH2:5][CH2:4][CH2:3][O:2][CH3:1])[C:10]3[CH:11]=[CH:12][CH:13]=[CH:14][C:9]=3[N:8]=2)[CH2:16]1)=[O:43].[F:44][C:45]([F:50])([F:49])[C:46]([OH:48])=[O:47]. Procedure: tert-Butyl (R)-4-((R)-3-(1-(3-methoxypropyl)-1H-benzo[d]imidazol-2-yl)piperidin-1-yl)-1-(naphthalen-2-yl)-4-oxobutan-2-ylcarbamate (7E) (0.257 mmol, 0.150 g) was added to a 10 mL round-bottomed flask equipped for stirring under nitrogen and dissolved in CH2Cl2 (2 mL). Trifluoroacetic acid (2 mL) was then added and the solution was stirred at room temperature for 2 hr. The solvent was removed in-vacuo affording a clear colored oil. This oil was re-dissolved in methanol (3 mL), filtered, and then ... The reactants are CC(=O)Nc1ccc(Oc2ncnc3c2cnn3C2CCN(C(=O)OC(C)(C)C)CC2)cc1, CC(C)OC(=O)Cl, O=C(O)C(F)(F)F. The product is CC(=O)Nc1ccc(Oc2ncnc3c2cnn3C2CCN(C(=O)OC(C)C)CC2)cc1. As a reaction SMILES: [C:1]([CH3:2])([CH3:3])([CH3:4])[O:5][C:6](=[O:7])[N:8]1[CH2:9][CH2:10][CH:11]([n:14]2[n:15][cH:16][c:17]3[c:18]2[n:19][cH:20][n:21][c:22]3[O:23][c:24]2[cH:25][cH:26][c:27]([NH:30][C:31]([CH3:32])=[O:33])[cH:28][cH:29]2)[CH2:12][CH2:13]1.[Cl:41][C:42]([O:43][CH:44]([CH3:45])[CH3:46])=[O:47].[OH:34][C:35]([C:36]([F:37])([F:38])[F:39])=[O:40]>>[CH:1]([CH3:2])([CH3:3])[O:5][C:6](=[O:7])[N:8]1[CH2:9][CH2:10][CH:11]([n:14]2[n:15][cH:16][c:17]3[c:18]2[n:19][cH:20][n:21][c:22]3[O:23][c:24]2[cH:25][cH:26][c:27]([NH:30][C:31]([CH3:32])=[O:33])[cH:28][cH:29]2)[CH2:12][CH2:13]1. Reactants: C1CCOC1, C[Si](C)(C)[N-][Si](C)(C)C, Clc1ccc(CBr)cc1, [Li+], CON(C)C(=O)Cn1nnc2ccccc21. The product is CON(C)C(=O)C(Cc1ccc(Cl)cc1)n1nnc2ccccc21. As a reaction SMILES: [CH2:36]1[O:37][CH2:38][CH2:39][CH2:40]1.[CH3:17][Si:18]([N-:19][Si:20]([CH3:21])([CH3:22])[CH3:23])([CH3:24])[CH3:25].[Cl:27][c:28]1[cH:29][cH:30][c:31]([CH2:32][Br:33])[cH:34][cH:35]1.[Li+:26].[n:1]1([CH2:10][C:11](=[O:12])[N:13]([CH3:14])[O:15][CH3:16])[n:2][n:3][c:4]2[c:5]1[cH:6][cH:7][cH:8][cH:9]2>>[n:1]1([CH:10]([C:11](=[O:12])[N:13]([CH3:14])[O:15][CH3:16])[CH2:32][c:31]2[cH:30][cH:29][c:28]([Cl:27])[cH:35][cH:34]2)[n:2][n:3][c:4]2[c:5]1[cH:6][cH:7][cH:8][cH:9]2. Reactants: NC1=COC2=C(C1=O)C=C(C(=C2)NS(=O)(=O)C)OC2=CC=CC=C2 (3-Amino-7-methylsulfonylamino-6-phenoxy-4H-1-benzopyran-4-one), CS(=O)(=O)Cl (methanesulfonyl chloride). Yields the product CS(=O)(=O)NC1=COC2=C(C1=O)C=C(C(=C2)NS(=O)(=O)C)OC2=CC=CC=C2 (3,7-bis(methylsulfonylamino)-6-phenoxy-4H-1-benzopyran-4-one). RXN SMILES: [NH2:1][C:2]1[C:7](=[O:8])[C:6]2[CH:9]=[C:10]([O:18][C:19]3[CH:24]=[CH:23][CH:22]=[CH:21][CH:20]=3)[C:11]([NH:13][S:14]([CH3:17])(=[O:16])=[O:15])=[CH:12][C:5]=2[O:4][CH:3]=1.[CH3:25][S:26](Cl)(=[O:28])=[O:27]>>[CH3:25][S:26]([NH:1][C:2]1[C:7](=[O:8])[C:6]2[CH:9]=[C:10]([O:18][C:19]3[CH:20]=[CH:21][CH:22]=[CH:23][CH:24]=3)[C:11]([NH:13][S:14]([CH3:17])(=[O:15])=[O:16])=[CH:12][C:5]=2[O:4][CH:3]=1)(=[O:28])=[O:27]. Procedure details: 3-Amino-7-methylsulfonylamino-6-phenoxy-4H-1-benzopyran-4-one was reacted with methanesulfonyl chloride to obtain 3,7-bis(methylsulfonylamino)-6-phenoxy-4H-1-benzopyran-4-one. The reactants are NC1=CC2=C(N=CN2)C=C1 (5-amino-benzimidazole), C(C1=CC=CC=C1)C1CCN(CC1)C(C(=O)O)=O ((4-benzyl-piperidin-1-yl)-oxo-acetic acid). Run in C(C)OCC (diethylether). Product: C(C1=CC=CC=C1)C1CCN(CC1)C(C(=O)NC1=CC2=C(NC=N2)C=C1)=O (2-(4-Benzyl-piperidin-1-yl)-N-(1H-benzimidazol-5-yl) 2-oxo-acetamide). As a reaction SMILES: [NH2:1][C:2]1[CH:10]=[CH:9][C:5]2[N:6]=[CH:7][NH:8][C:4]=2[CH:3]=1.[CH2:11]([CH:18]1[CH2:23][CH2:22][N:21]([C:24](=[O:28])[C:25](O)=[O:26])[CH2:20][CH2:19]1)[C:12]1[CH:17]=[CH:16][CH:15]=[CH:14][CH:13]=1>C(OCC)C>[CH2:11]([CH:18]1[CH2:19][CH2:20][N:21]([C:24](=[O:28])[C:25]([NH:1][C:2]2[CH:10]=[CH:9][C:5]3[NH:6][CH:7]=[N:8][C:4]=3[CH:3]=2)=[O:26])[CH2:22][CH2:23]1)[C:12]1[CH:13]=[CH:14][CH:15]=[CH:16][CH:17]=1. Procedure: The title compound is prepared from 5-amino-benzimidazole and (4-benzyl-piperidin-1-yl)-oxo-acetic acid (Example 5b) according to the method described in Example 1c. Melting Point: 85-87° C. (diethylether)